From a dataset of the Open Reaction Database (ORD), a public repository of structured organic reaction records. describe an organic reaction: reactants, conditions, products, and yield Reactants: CC[O-].[Na+] (NaOEt), Na, BrC1=C(C=C(C(=C1)CC1=CC=C(C=C1)OCC)Cl)CBr (1-bromo-2-(bromomethyl)-4-chloro-5-(4-ethoxybenzyl)benzene), C(CC(=O)OCC)(=O)OCC (diethyl malonate). Solvent: C(C)O (ethanol), C(C)O (ethanol), C(C)O (ethanol). Conditions: time 1 hour. Yields the product BrC1=C(C=C(C(=C1)CC1=CC=C(C=C1)OCC)Cl)CCC(=O)O (3-(2-bromo-5-chloro-4-(4-ethoxybenzyl)phenyl)propanoic acid). Isolated yield 40.2%. As a reaction SMILES: CC[O-].[Na+].C(OCC)(=O)[CH2:6][C:7]([O:9]CC)=[O:8].[Br:16][C:17]1[CH:22]=[C:21]([CH2:23][C:24]2[CH:29]=[CH:28][C:27]([O:30][CH2:31][CH3:32])=[CH:26][CH:25]=2)[C:20]([Cl:33])=[CH:19][C:18]=1[CH2:34]Br>C(O)C>[Br:16][C:17]1[CH:22]=[C:21]([CH2:23][C:24]2[CH:29]=[CH:28][C:27]([O:30][CH2:31][CH3:32])=[CH:26][CH:25]=2)[C:20]([Cl:33])=[CH:19][C:18]=1[CH2:34][CH2:6][C:7]([OH:9])=[O:8] |f:0.1|. Procedure details: A solution of NaOEt (freshly prepared from 0.84 g Na and 10 mL of ethanol) was added to diethyl malonate (5.53 mL, 0.036 mol) in 10 mL of ethanol. After stirring for 1 h at room temperature, the resulting solution was added to a suspension of 1-bromo-2-(bromomethyl)-4-chloro-5-(4-ethoxybenzyl)benzene (BJ) (2.8 g, 0.0067 mol) in 10 mL of ethanol and heated to 80° C. overnight. The ethanol was removed by distillation. The remaining solution was cooled to 0° C., diluted with water, and acidified to... Reactants: ClC=1N=C(NC1C(=O)NCC1=C(C(=C(C=C1)Cl)OC1=CC(=CC(=C1)C=C)C#N)F)C (4-chloro-N-({4-chloro-3-[(3-cyano-5-ethenylphenyl)oxy]-2-fluorophenyl}methyl)-2-methyl-1H-imidazole-5-carboxamide), I(=O)(=O)(=O)[O-].[Na+] (sodium periodate). Reagents/catalysts: [Os](=O)(=O)(=O)=O (osmium tetroxide). Solvent: C1CCOC1 (THF), O (water), CCOC(=O)C (EtOAc). Run at time 3 hour. Product: ClC=1N=C(NC1C(=O)NCC1=C(C(=C(C=C1)Cl)OC1=CC(=CC(=C1)C=O)C#N)F)C (4-chloro-N-({4-chloro-3-[(3-cyano-5-formylphenyl)oxy]-2-fluorophenyl}methyl)-2-methyl-1H-imidazole-5-carboxamide). Yield: 93.8%. RXN SMILES: [Cl:1][C:2]1[N:3]=[C:4]([CH3:30])[NH:5][C:6]=1[C:7]([NH:9][CH2:10][C:11]1[CH:16]=[CH:15][C:14]([Cl:17])=[C:13]([O:18][C:19]2[CH:24]=[C:23]([CH:25]=C)[CH:22]=[C:21]([C:27]#[N:28])[CH:20]=2)[C:12]=1[F:29])=[O:8].I([O-])(=O)(=O)=[O:32].[Na+]>C1COCC1.O.CCOC(C)=O.[Os](=O)(=O)(=O)=O>[Cl:1][C:2]1[N:3]=[C:4]([CH3:30])[NH:5][C:6]=1[C:7]([NH:9][CH2:10][C:11]1[CH:16]=[CH:15][C:14]([Cl:17])=[C:13]([O:18][C:19]2[CH:24]=[C:23]([CH:25]=[O:32])[CH:22]=[C:21]([C:27]#[N:28])[CH:20]=2)[C:12]=1[F:29])=[O:8] |f:1.2|. Procedure details: To a solution of 4-chloro-N-({4-chloro-3-[(3-cyano-5-ethenylphenyl)oxy]-2-fluorophenyl}methyl)-2-methyl-1H-imidazole-5-carboxamide (0.260 g, 0.584 mmol) and sodium periodate (0.375 g, 1.752 mmol) in THF (4 ml) and water (2 ml) was added osmium tetroxide (2.5 weight % in t-butanol) (0.147 ml, 0.012 mmol) and the reaction mixture was stirred at rt for 3 hours. The reaction mixture was diluted with EtOAc and washed with water. The solvent was removed and the crude material was purified via silica g...